Dataset: the Open Reaction Database (ORD), a public repository of structured organic reaction records. Task: describe an organic reaction: reactants, conditions, products, and yield Run in ClCCl (dichloromethane). Run at time 2 hour. Procedure details: To a stirred solution of tert-butyl (2S)-2-[(4-{[(3-chloro-4-fluorophenyl)amino]carbonyl}piperazin-1-yl)methyl]morpholine-4-carboxylate (9.867 g, 21.6 mmol) in dichloromethane (100 ml) was added TFA (100 ml). The reaction was allowed to stir at ambient temperature for 2 hours. The solvents were then removed in vacuo, residue partitioned between DCM and 2M NaOH, extracted twice and the combined organics dried (Na2SO4), filtered and evaporated to dryness to give the product as an off white solid (... The reactants are ClC=1C=C(C=CC1F)NC(=O)N1CCN(CC1)C[C@H]1CN(CCO1)C(=O)OC(C)(C)C (tert-butyl (2S)-2-[(4-{[(3-chloro-4-fluorophenyl)amino]carbonyl}piperazin-1-yl)methyl]morpholine-4-carboxylate), C(=O)(C(F)(F)F)O (TFA). RXN SMILES: [Cl:1][C:2]1[CH:3]=[C:4]([NH:9][C:10]([N:12]2[CH2:17][CH2:16][N:15]([CH2:18][C@@H:19]3[O:24][CH2:23][CH2:22][N:21](C(OC(C)(C)C)=O)[CH2:20]3)[CH2:14][CH2:13]2)=[O:11])[CH:5]=[CH:6][C:7]=1[F:8].C(O)(C(F)(F)F)=O>ClCCl>[Cl:1][C:2]1[CH:3]=[C:4]([NH:9][C:10]([N:12]2[CH2:17][CH2:16][N:15]([CH2:18][C@@H:19]3[O:24][CH2:23][CH2:22][NH:21][CH2:20]3)[CH2:14][CH2:13]2)=[O:11])[CH:5]=[CH:6][C:7]=1[F:8]. The yield is 100.0%. Yields the product ClC=1C=C(C=CC1F)NC(=O)N1CCN(CC1)C[C@H]1CNCCO1 (N-(3-chloro-4-fluorophenyl)-4-[(2R)-morpholin-2-ylmethyl]piperazine-1-carboxamide). The reactants are CCS(=O)(=O)N1CCNC1=O, O=C(Cl)Cl, ClCCl, c1ccncc1. RXN SMILES: [CH2:1]([CH3:2])[S:3](=[O:4])(=[O:5])[N:6]1[C:7](=[O:11])[NH:8][CH2:9][CH2:10]1.[Cl:12][C:13]([Cl:14])=[O:15].[Cl:22][CH2:23][Cl:24].[cH:16]1[cH:17][cH:18][n:19][cH:20][cH:21]1>>[CH2:1]([CH3:2])[S:3](=[O:4])(=[O:5])[N:6]1[C:7](=[O:11])[N:8]([C:13]([Cl:12])=[O:15])[CH2:9][CH2:10]1. Product: CCS(=O)(=O)N1CCN(C(=O)Cl)C1=O. Starting materials: C1=CCCCC1, COC(=O)C(Cc1ccc(-c2c(C)n(C)c(=O)n(C)c2=O)c(C)c1)NC(=O)OCc1ccccc1, CCO. Yields the product COC(=O)C(N)Cc1ccc(-c2c(C)n(C)c(=O)n(C)c2=O)c(C)c1. RXN SMILES: [CH2:36]1[CH2:37][CH:38]=[CH:39][CH2:40][CH2:41]1.[CH3:1][O:2][C:3]([CH:4]([NH:5][C:6]([O:7][CH2:8][c:9]1[cH:10][cH:11][cH:12][cH:13][cH:14]1)=[O:15])[CH2:16][c:17]1[cH:18][c:19]([CH3:34])[c:20](-[c:23]2[c:24](=[O:33])[n:25]([CH3:32])[c:26](=[O:31])[n:27]([CH3:30])[c:28]2[CH3:29])[cH:21][cH:22]1)=[O:35].[CH3:42][CH2:43][OH:44]>>[CH3:1][O:2][C:3]([CH:4]([NH2:5])[CH2:16][c:17]1[cH:18][c:19]([CH3:34])[c:20](-[c:23]2[c:24](=[O:33])[n:25]([CH3:32])[c:26](=[O:31])[n:27]([CH3:30])[c:28]2[CH3:29])[cH:21][cH:22]1)=[O:35]. Reactants: NC1=NC=C(C=C1Cl)Cl (2-amino-3,5-dichloropyridine), Cl (HCl), [OH-].[K+] (potassium hydroxide), [N+](=O)([O-])C1=C(C(=CC(=C1)C(F)(F)F)[N+](=O)[O-])Cl (2,6-dinitro-4-trifluoromethylchlorobenzene). The solvent is CN(C=O)C (dimethylformamide). Reaction conditions: time 3 hour. Yields the product ClC=1C(=NC=C(C1)Cl)NC1=C(C=C(C=C1[N+](=O)[O-])C(F)(F)F)[N+](=O)[O-] (N-(3,5-dichloro-2-pyridyl)-2,6-dinitro-4-trifluoromethylaniline). As a reaction SMILES: [NH2:1][C:2]1[C:7]([Cl:8])=[CH:6][C:5]([Cl:9])=[CH:4][N:3]=1.[OH-].[K+].[N+:12]([C:15]1[CH:20]=[C:19]([C:21]([F:24])([F:23])[F:22])[CH:18]=[C:17]([N+:25]([O-:27])=[O:26])[C:16]=1Cl)([O-:14])=[O:13].Cl>CN(C)C=O>[Cl:8][C:7]1[C:2]([NH:1][C:16]2[C:17]([N+:25]([O-:27])=[O:26])=[CH:18][C:19]([C:21]([F:24])([F:22])[F:23])=[CH:20][C:15]=2[N+:12]([O-:14])=[O:13])=[N:3][CH:4]=[C:5]([Cl:9])[CH:6]=1 |f:1.2|. Procedure details: In 20 ml. of dimethylformamide, 1.65 g. of 2-amino-3,5-dichloropyridine was dissolved and 1.0 g. of powdery potassium hydroxide was gradually added with stirring. After the addition, 2.7 g. of 2,6-dinitro-4-trifluoromethylchlorobenzene was added at 30° C. during 5 minutes and the reaction was continued for about 3 hours. The reaction mixture was acidified with conc. HCl and the product was extracted with methylenechloride. The extracted layer was washed with water and dehydrated. The solvent was... Reactants: CCCCCCCOc1ccc(CCC(C)(C=O)NC(=O)OC(C)(C)C)cc1, CC=C(C)C, CC(C)(C)O, CCOC(C)=O, [O-][Cl+][O-], Cl, [K+], [Na+], O=P([O-])(O)O. Yields the product CCCCCCCOc1ccc(CCC(C)(NC(=O)OC(C)(C)C)C(=O)O)cc1. RXN SMILES: [C:1]([CH3:2])([CH3:3])([CH3:4])[O:5][C:6]([NH:7][C:8]([CH2:9][CH2:10][c:11]1[cH:12][cH:13][c:14]([O:17][CH2:18][CH2:19][CH2:20][CH2:21][CH2:22][CH2:23][CH3:24])[cH:15][cH:16]1)([CH3:25])[CH:26]=[O:27])=[O:28].[CH3:29][C:30](=[CH:31][CH3:32])[CH3:33].[CH3:39][C:40]([OH:41])([CH3:42])[CH3:43].[CH3:50][CH2:51][O:52][C:53]([CH3:54])=[O:55].[Cl+:34]([O-:35])[O-:36].[ClH:38].[K+:49].[Na+:37].[P:44]([O-:45])([OH:46])([OH:47])=[O:48]>>[C:1]([CH3:2])([CH3:3])([CH3:4])[O:5][C:6]([NH:7][C:8]([CH2:9][CH2:10][c:11]1[cH:12][cH:13][c:14]([O:17][CH2:18][CH2:19][CH2:20][CH2:21][CH2:22][CH2:23][CH3:24])[cH:15][cH:16]1)([CH3:25])[C:26](=[O:27])[OH:35])=[O:28]. The product is FC=1C=CC(=C(C1)C)[N+](=O)[O-] (5-Fluoro-2-Nitrotoluene). As a reaction SMILES: [F:1][C:2]1[CH:3]=[C:4]([CH3:8])[CH:5]=[CH:6][CH:7]=1.[N+:9]([O-])([O-:11])=[O:10].[K+]>S(=O)(=O)(O)O>[F:1][C:2]1[CH:7]=[CH:6][C:5]([N+:9]([O-:11])=[O:10])=[C:4]([CH3:8])[CH:3]=1 |f:1.2|. Run in S(O)(O)(=O)=O (sulfuric acid), S(O)(O)(=O)=O (sulfuric acid). Starting materials: FC=1C=C(C=CC1)C (3-Fluorotoluene), [N+](=O)([O-])[O-].[K+] (potassium nitrate). Procedure details: 3-Fluorotoluene (1 mole) in concentrated sulfuric acid (200 ml.) is stirred at 0° C. while a cold solution of potassium nitrate (1.5 mole) in concentrated sulfuric acid (750 ml.) is added slowly during 3 hours, the temperature being kept below 5° C. with an ice-ethanol bath After the addition is complete, the ice-bath is removed and stirring is continued for 3 hours at room temperature. Water (400 ml.) is added, and the organic layer is separated, dried (MgSO4) and filtered. The oil is separated... Conditions: time 3 hour. Starting materials: CI (methyl iodide), CC(C)([O-])C.[K+] (potassium tert.-butoxide), C(N)(=O)C=1C=C(OCCNCC(COC2=CC=C(C=C2)C=2NC=C(N2)C(F)(F)F)O)C=CC1O (1-[2-(3-carbamoyl-4-hydroxyphenoxy)-ethylamino]-3-[4-[4-(trifluoromethyl)-1H-imidazol-2-yl]-phenoxy]-2-propanol). Run in CN(C=O)C (dimethylformamide), CN(C=O)C (dimethylformamide). Reaction conditions: time 10 minute. The product is C(N)(=O)C=1C=C(OCCNCC(COC2=CC=C(C=C2)C=2N(C=C(N2)C(F)(F)F)C)O)C=CC1O (1-[2-(3-carbamoyl-4-hydroxyphenoxy)-ethylamino]-3-[4-[1-methyl-4-(trifluoromethyl)-1H-imidazol-2-yl]-phenoxy]-2-propanol), C(N)(=O)C=1C=C(OCCNCC(COC2=CC=C(C=C2)C=2N(C(=CN2)C(F)(F)F)C)O)C=CC1O (1-[2-(3-carbamoyl-4-hydroxyphenoxy)-ethylamino]-3-[4-[1-methyl-5-(trifluoromethyl)-1H-imidazol-2-yl]-phenoxy]-2-propanol). As a reaction SMILES: [CH3:1]C(C)([O-])C.[K+].[C:7]([C:10]1[CH:11]=[C:12]([CH:37]=[CH:38][C:39]=1[OH:40])[O:13][CH2:14][CH2:15][NH:16][CH2:17][CH:18]([OH:36])[CH2:19][O:20][C:21]1[CH:26]=[CH:25][C:24]([C:27]2[NH:28][CH:29]=[C:30]([C:32]([F:35])([F:34])[F:33])[N:31]=2)=[CH:23][CH:22]=1)(=[O:9])[NH2:8].CI>CN(C)C=O>[C:7]([C:10]1[CH:11]=[C:12]([CH:37]=[CH:38][C:39]=1[OH:40])[O:13][CH2:14][CH2:15][NH:16][CH2:17][CH:18]([OH:36])[CH2:19][O:20][C:21]1[CH:22]=[CH:23][C:24]([C:27]2[N:28]([CH3:1])[CH:29]=[C:30]([C:32]([F:35])([F:34])[F:33])[N:31]=2)=[CH:25][CH:26]=1)(=[O:9])[NH2:8].[C:7]([C:10]1[CH:11]=[C:12]([CH:37]=[CH:38][C:39]=1[OH:40])[O:13][CH2:14][CH2:15][NH:16][CH2:17][CH:18]([OH:36])[CH2:19][O:20][C:21]1[CH:22]=[CH:23][C:24]([C:27]2[N:31]([CH3:1])[C:30]([C:32]([F:35])([F:34])[F:33])=[CH:29][N:28]=2)=[CH:25][CH:26]=1)(=[O:9])[NH2:8] |f:0.1|. Procedure: 0.48 g of potassium tert.-butoxide is added while stirring in an ice bath to a solution of 1 g of the 1-[2-(3-carbamoyl-4-hydroxyphenoxy)-ethylamino]-3-[4-[4-(trifluoromethyl)-1H-imidazol-2-yl]-phenoxy]-2-propanol obtained according to Example 3 in 20 ml of dimethylformamide. After 10 minutes, a solution of 0.3 g of methyl iodide in 1 ml of dimethylformamide is added dropwise over a period of 20 minutes. The mixture is then stirred for 2 hours at room temperature, the solvent is removed in a rot...